The task is: describe an organic reaction: reactants, conditions, products, and yield. This data is from the Open Reaction Database (ORD), a public repository of structured organic reaction records. Starting materials: CC(C)(C)OC(=O)N1CCN(N)CC1, O=C(O)c1cc2ccccc2n1Cc1cc(-c2ccc(Cl)s2)on1, ClCCl. The product is CC(C)(C)OC(=O)N1CCN(NC(=O)c2cc3ccccc3n2Cc2cc(-c3ccc(Cl)s3)on2)CC1. Reaction SMILES: [C:25]([CH3:26])([CH3:27])([CH3:28])[O:29][C:30](=[O:31])[N:32]1[CH2:33][CH2:34][N:35]([NH2:38])[CH2:36][CH2:37]1.[Cl:1][c:2]1[cH:3][cH:4][c:5](-[c:7]2[cH:8][c:9]([CH2:12][n:13]3[c:14]([C:22](=[O:23])[OH:24])[cH:15][c:16]4[cH:17][cH:18][cH:19][cH:20][c:21]34)[n:10][o:11]2)[s:6]1.[Cl:39][CH2:40][Cl:41]>>[Cl:1][c:2]1[cH:3][cH:4][c:5](-[c:7]2[cH:8][c:9]([CH2:12][n:13]3[c:14]([C:22](=[O:23])[NH:38][N:35]4[CH2:34][CH2:33][N:32]([C:30]([O:29][C:25]([CH3:26])([CH3:27])[CH3:28])=[O:31])[CH2:37][CH2:36]4)[cH:15][c:16]4[cH:17][cH:18][cH:19][cH:20][c:21]34)[n:10][o:11]2)[s:6]1. Starting materials: 2h, O=C1N(CCC1)C(=O)OC(C)(C)C (1,1-dimethylethyl 2-oxo-1-pyrrolidinecarboxylate), C(C(C)C)[Mg]Br (isobutyl magnesium bromide), C(C)OCC (diethyl ether). Solvent: O1CCCC1 (tetrahydrofuran). Yields the product CC(C)(C)OC(NCCCC(CC(C)C)=O)=O (6-Methyl-4-oxoheptylcarbamic acid 1,1-dimethylethyl ester), oil. Isolated yield 25.0%. RXN SMILES: [O:1]=[C:2]1[CH2:6][CH2:5][CH2:4][N:3]1[C:7]([O:9][C:10]([CH3:13])([CH3:12])[CH3:11])=[O:8].[CH2:14]([Mg]Br)[CH:15]([CH3:17])[CH3:16].C(OCC)C>O1CCCC1>[CH3:11][C:10]([O:9][C:7](=[O:8])[NH:3][CH2:4][CH2:5][CH2:6][C:2](=[O:1])[CH2:14][CH:15]([CH3:17])[CH3:16])([CH3:13])[CH3:12]. Procedure: A solution of 1,1-dimethylethyl 2-oxo-1-pyrrolidinecarboxylate (7.5 g, 40.5 mmol) in dry tetrahydrofuran (150 ml) under a nitrogen atmosphere and at −78° C., was treated dropwise with a solution of isobutyl magnesium bromide in diethyl ether (2 molar, 22.5 ml, 45 mmol). The mixture was stirred at −78° C. for 2h then quenched into a saturated aqueous solution of ammonium chloride (100 ml). The products were extracted into ethyl acetate (2×250 ml) and the combined extracts dried over magnesium sul... Reaction SMILES: [F:1][C:2]1[C:15]([NH:16][C:17](=O)[CH2:18][Cl:19])=[CH:14][C:5]2[N:6]([CH2:11][C:12]#[CH:13])[C:7](=[O:10])[CH2:8][O:9][C:4]=2[CH:3]=1.C1(P(C2C=CC=CC=2)C2C=CC=CC=2)C=CC=CC=1.C(Cl)(Cl)(Cl)[Cl:41]>ClCCCl>[F:1][C:2]1[C:15]([N:16]=[C:17]([Cl:41])[CH2:18][Cl:19])=[CH:14][C:5]2[N:6]([CH2:11][C:12]#[CH:13])[C:7](=[O:10])[CH2:8][O:9][C:4]=2[CH:3]=1. Starting materials: FC1=CC2=C(N(C(CO2)=O)CC#C)C=C1NC(CCl)=O (N-(7-fluoro-4-propargyl-2H-1,4-benzoxazine-3(4H)-one-6-yl)-2-chloroacetamide), C1(=CC=CC=C1)P(C1=CC=CC=C1)C1=CC=CC=C1 (triphenylphosphine), C(Cl)(Cl)(Cl)Cl (carbon tetrachloride). Yields the product FC1=CC2=C(N(C(CO2)=O)CC#C)C=C1N=C(CCl)Cl (N-(7fluoro-4-propargyl-2H-1,4-benzoxazine-3(4H)-one-6-yl)-2-chloroacetimidoylchloride). Procedure: First, 1.00 g of N-(7-fluoro-4-propargyl-2H-1,4-benzoxazine-3(4H)-one-6-yl)-2-chloroacetamide, 2.25 g of triphenylphosphine polymer bound and 4 ml of carbon tetrachloride were dissolved in 35 ml of 1,2-dichloroethane, and then the reflux under heat was continued for 2 hr. After letting the solution stand to cool the same, the solid was filtered out, and then the solvent was distilled out under reduced pressure to quantitatively obtain N-(7-fluoro-4-propargyl-2H-1,4-benzoxazine-3(4H)-one-6-yl)-2-... Run in ClCCCl (1,2-dichloroethane). Reaction conditions: time 2 hour. The reactants are CCOC(=O)C1=CC=2C(=NC=C(C2)OC(C2=CC=CC=C2)=O)N1C(=O)OC(C)(C)C (5-benzoyloxy-pyrrolo[2,3-b]pyridine-1,2-dicarboxylic acid 1-tert-butyl ester 2-ethyl ester), C(C)(C)(C)OC(=O)N1C[C@H]2CC3=CC(=C(N=C3N2[C@@H](C1)C)[C@@H](C)OC)Br ((4R,9aR)-7-bromo-6-(1-(R)-methoxy-ethyl)-4-methyl-3,4,9,9a-tetrahydro-1H-2,4a,5-triaza-fluorene-2-carboxylic acid tert-butyl ester). Product: C(C)(C)(C)OC(=O)N1C[C@H]2CC3=CC(=C(N=C3N2[C@@H](C1)C)[C@@H](C)OC)C ((4R,9aR)-6-(1-(R)-Methoxy-ethyl)-4,7-dimethyl-3,4,9,9a-tetrahydro-1H-2,4a,5-triaza-fluorene-2-carboxylic acid tert-butyl ester). Reaction SMILES: [CH3:1]COC(C1N(C(OC(C)(C)C)=O)C2=NC=C(OC(=O)C3C=CC=CC=3)C=C2C=1)=O.[C:31]([O:35][C:36]([N:38]1[CH2:50][C@@H:49]([CH3:51])[N:48]2[C@H:40]([CH2:41][C:42]3[C:47]2=[N:46][C:45]([C@H:52]([O:54][CH3:55])[CH3:53])=[C:44](Br)[CH:43]=3)[CH2:39]1)=[O:37])([CH3:34])([CH3:33])[CH3:32]>>[C:31]([O:35][C:36]([N:38]1[CH2:50][C@@H:49]([CH3:51])[N:48]2[C@H:40]([CH2:41][C:42]3[C:47]2=[N:46][C:45]([C@H:52]([O:54][CH3:55])[CH3:53])=[C:44]([CH3:1])[CH:43]=3)[CH2:39]1)=[O:37])([CH3:34])([CH3:33])[CH3:32]. Procedure: This compound was prepared in analogy to example 14, intermediate c) from (4R,9aR)-7-bromo-6-(1-(R)-methoxy-ethyl)-4-methyl-3,4,9,9a-tetrahydro-1H-2,4a,5-triaza-fluorene-2-carboxylic acid tert-butyl ester (example 47, intermediate). The reactants are CC(=O)c1cccc(OCCCCCCl)c1, O=C(Nc1cccc(C2CCNCC2)c1)C1CC1. Product: CC(=O)c1cccc(OCCCCCN2CCC(c3cccc(NC(=O)C4CC4)c3)CC2)c1. RXN SMILES: [Cl:1][CH2:2][CH2:3][CH2:4][CH2:5][CH2:6][O:7][c:8]1[cH:9][c:10]([C:14]([CH3:15])=[O:16])[cH:11][cH:12][cH:13]1.[NH:17]1[CH2:18][CH2:19][CH:20]([c:23]2[cH:24][c:25]([NH:29][C:30](=[O:31])[CH:32]3[CH2:33][CH2:34]3)[cH:26][cH:27][cH:28]2)[CH2:21][CH2:22]1>>[CH2:2]([CH2:3][CH2:4][CH2:5][CH2:6][O:7][c:8]1[cH:9][c:10]([C:14]([CH3:15])=[O:16])[cH:11][cH:12][cH:13]1)[N:17]1[CH2:18][CH2:19][CH:20]([c:23]2[cH:24][c:25]([NH:29][C:30](=[O:31])[CH:32]3[CH2:33][CH2:34]3)[cH:26][cH:27][cH:28]2)[CH2:21][CH2:22]1. Starting materials: [OH-].[K+] (potassium hydroxide), [H-].[Al+3].[Li+].[H-].[H-].[H-] (lithium aluminum hydride), O1CCCC1 (tetrahydrofuran), C(C)(C)(C)OC(=O)N[C@@H](C(=O)OC)C1=CC=C(C=C1)OC[C@H](CC)C ((2R)-Methyl 2-(tert-butoxycarbonylamino)-(4-((S)-2-methyl-butoxy)-phenyl)acetate), O1CCCC1 (tetrahydrofuran). Run in C(C)(=O)OCC (ethyl acetate). Reaction conditions: time 1 hour. The product is OC[C@@H](C1=CC=C(C=C1)OC[C@H](CC)C)NC(OC(C)(C)C)=O (tert-butyl (R)-2-hydroxy-1-(4-((S)-2-methylbutoxy)phenyl)ethylcarbamate). Isolated yield 88.0%. As a reaction SMILES: [H-].[Al+3].[Li+].[H-].[H-].[H-].O1CCCC1.[C:12]([O:16][C:17]([NH:19][C@H:20]([C:25]1[CH:30]=[CH:29][C:28]([O:31][CH2:32][C@@H:33]([CH3:36])[CH2:34][CH3:35])=[CH:27][CH:26]=1)[C:21](OC)=[O:22])=[O:18])([CH3:15])([CH3:14])[CH3:13].[OH-].[K+]>C(OCC)(=O)C>[OH:22][CH2:21][C@H:20]([NH:19][C:17](=[O:18])[O:16][C:12]([CH3:13])([CH3:15])[CH3:14])[C:25]1[CH:26]=[CH:27][C:28]([O:31][CH2:32][C@@H:33]([CH3:36])[CH2:34][CH3:35])=[CH:29][CH:30]=1 |f:0.1.2.3.4.5,8.9|. Procedure details: A room temperature suspension of lithium aluminum hydride (320 mg, 8.5 mmol) and tetrahydrofuran (50 mL) was treated slowly with a solution of (2R)-Methyl 2-(tert-butoxycarbonylamino)-(4-((S)-2-methyl-butoxy)-phenyl)acetate and tetrahydrofuran (40 mL). The resulting reaction mixture was maintained 30 min, and then treated with ethyl acetate (12 mL) and an aqueous solution of potassium hydroxide (10% wt/wt, 24 mL). The mixture was allowed to stir for 1 h, then dried with MgSO4, filtered and conce... Reaction SMILES: [CH3:34][C:35](=[O:36])[OH:37].[Cl:1][c:2]1[c:3]([S:9][CH:10]([C:11](=[O:12])[NH:13][CH2:14][CH:15]2[CH:16]([OH:30])[CH2:17][CH:18]([n:20]3[c:21](=[O:22])[nH:23][c:24](=[O:25])[c:26]([CH2:28][CH3:29])[cH:27]3)[O:19]2)[CH3:31])[cH:4][cH:5][c:6]([Cl:8])[cH:7]1.[OH:32][OH:33]>>[Cl:1][c:2]1[c:3]([S:9]([CH:10]([C:11](=[O:12])[NH:13][CH2:14][CH:15]2[CH:16]([OH:30])[CH2:17][CH:18]([n:20]3[c:21](=[O:22])[nH:23][c:24](=[O:25])[c:26]([CH2:28][CH3:29])[cH:27]3)[O:19]2)[CH3:31])=[O:32])[cH:4][cH:5][c:6]([Cl:8])[cH:7]1. Reactants: CC(=O)O, CCc1cn(C2CC(O)C(CNC(=O)C(C)Sc3ccc(Cl)cc3Cl)O2)c(=O)[nH]c1=O, OO. The product is CCc1cn(C2CC(O)C(CNC(=O)C(C)S(=O)c3ccc(Cl)cc3Cl)O2)c(=O)[nH]c1=O. Starting materials: FC=1C=C2NCC(NC2=CC1N1C(C=2CCCCC2C1=O)=O)=O (2-(3,4-Dihydro-6-fluoro-2(1H)-quinoxalinon-7-yl)-4,5,6,7-tetrahydro-2H-isoindole-1,3-dione), [OH-].[Na+] (sodium hydroxide), O (water), OO (hydrogen peroxide), resultant mixture. The solvent is CCOCC (Ether). The product is FC=1C=C2N=CC(NC2=CC1N1C(C=2CCCCC2C1=O)=O)=O (2-(6-fluoro-2(1H)-quinoxalinon-7-yl)-4,5,6,7-tetrahydro-2H-isoindole-1,3-dione). Yield: 74.9%. RXN SMILES: [F:1][C:2]1[CH:3]=[C:4]2[C:9](=[CH:10][C:11]=1[N:12]1[C:20](=[O:21])[C:19]3[CH2:18][CH2:17][CH2:16][CH2:15][C:14]=3[C:13]1=[O:22])[NH:8][C:7](=[O:23])[CH2:6][NH:5]2.[OH-].[Na+].O.OO>CCOCC>[F:1][C:2]1[CH:3]=[C:4]2[C:9](=[CH:10][C:11]=1[N:12]1[C:13](=[O:22])[C:14]3[CH2:15][CH2:16][CH2:17][CH2:18][C:19]=3[C:20]1=[O:21])[NH:8][C:7](=[O:23])[CH:6]=[N:5]2 |f:1.2|. Reported procedure: 2-(3,4-Dihydro-6-fluoro-2(1H)-quinoxalinon-7-yl)-4,5,6,7-tetrahydro-2H-isoindole-1,3-dione (0.43 g) was added to a mixture of sodium hydroxide (0.16 g), water (2.1 ml) and 30% aqueous hydrogen peroxide (0.21 ml), and the resultant mixture was stirred at room temperature for 16 hours. Ether was added thereto to separate an aqueous layer, which was adjusted to pH 4 with acetic acid. The precipitated crystals were collected by filtration and washed with water to give 2-(6-fluoro-2(1H)-quinoxalinon-... The reactants are C([O-])([O-])=O.[K+].[K+] (potassium carbonate), Cl.C(C)N(CCCl)CC (2-diethylaminoethyl chloride, hydrochloride), C(C1=CC=CC=C1)(=O)NC1CCNCC1 (4-benzamidopiperidine). Run in C(C)(C)O (isopropanol). Product: C(C1=CC=CC=C1)(=O)NC1CCN(CC1)CCN(CC)CC (4-Benzamido-1-(2-diethylaminoethyl)piperidine), O.Cl.Cl.Cl.Cl (dihydrochloride, hemihydrate). RXN SMILES: [ClH:1].[CH2:2]([N:4]([CH2:8][CH3:9])[CH2:5][CH2:6][Cl:7])[CH3:3].[C:10]([NH:18][CH:19]1[CH2:24][CH2:23][NH:22][CH2:21][CH2:20]1)(=[O:17])[C:11]1[CH:16]=[CH:15][CH:14]=[CH:13][CH:12]=1.C(=O)([O-])[O-:26].[K+].[K+]>C(O)(C)C>[C:10]([NH:18][CH:19]1[CH2:24][CH2:23][N:22]([CH2:3][CH2:2][N:4]([CH2:8][CH3:9])[CH2:5][CH3:6])[CH2:21][CH2:20]1)(=[O:17])[C:11]1[CH:12]=[CH:13][CH:14]=[CH:15][CH:16]=1.[OH2:26].[ClH:7].[ClH:1].[ClH:7].[ClH:7] |f:0.1,3.4.5,8.9.10.11.12|. Reported procedure: Equimolar amounts of 2-diethylaminoethyl chloride, hydrochloride and 4-benzamidopiperidine were stirred under reflux in isopropanol with 2.5 molar equivalents of anhydrous potassium carbonate for 18 hours. The hot suspension was filtered and the filtrate was treated with ethereal HCl to give the title compound as a dihydrochloride, hemihydrate, m.p. >220° (with decomp.)